This data is from the Open Reaction Database (ORD), a public repository of structured organic reaction records. The task is: describe an organic reaction: reactants, conditions, products, and yield The reactants are C([O-])(O)=O.[Na+] (sodium bicarbonate), COC(C=1C(N)=CC=CC1)=O (anthranilic acid methyl ester), FC1=CC=C(C=O)C=C1 (4-fluorobenzaldehyde), C(C)(=O)O[BH-](OC(C)=O)OC(C)=O.[Na+] (sodium triacetoxy-borohydride). The solvent is ClCCCl (1,2-dichloroethane). Conditions: time 15 hour. Yields the product COC(C1=C(C=CC=C1)NCC1=CC=C(C=C1)F)=O (2-(4-fluoro-benzylamino)-benzoic acid methyl ester). Reaction SMILES: [CH3:1][O:2][C:3](=[O:11])[C:4]1[C:5](=[CH:7][CH:8]=[CH:9][CH:10]=1)[NH2:6].[F:12][C:13]1[CH:20]=[CH:19][C:16]([CH:17]=O)=[CH:15][CH:14]=1.C(O[BH-](OC(=O)C)OC(=O)C)(=O)C.[Na+].C(=O)(O)[O-].[Na+]>ClCCCl>[CH3:1][O:2][C:3](=[O:11])[C:4]1[CH:10]=[CH:9][CH:8]=[CH:7][C:5]=1[NH:6][CH2:17][C:16]1[CH:19]=[CH:20][C:13]([F:12])=[CH:14][CH:15]=1 |f:2.3,4.5|. Reported procedure: To a stirred mixture of anthranilic acid methyl ester (5.0 g) and 4-fluorobenzaldehyde (3.55 ml) in 1,2-dichloroethane (50 ml) was added sodium triacetoxy-borohydride (10.5 g). The reaction mixture was stirred at room temperature for 15 hours. Saturated aqueous sodium bicarbonate was added. Layers were separated and the aqueous layer was extracted with 1,2-dichloroethane. The combined organic layers were washed with water and brine, dried (Na2SO4) and evaporated under reduced pressure. The resid... Reactants: CC(=O)C1CCCCC1 (cyclohexyl methyl ketone), C(C)(C)(C)OC(N(C)C)N(C)C (t-butoxybis(dimethylamino)methane). Reaction conditions: time 8 hour. Yields the product CN(C)C(=O)/C=C/C1CCCCC1 (1-cyclohexyl-3-dimethylamino-propenone). Yield: 92.7%. Reaction SMILES: [CH3:1][C:2]([CH:4]1[CH2:9][CH2:8][CH2:7][CH2:6][CH2:5]1)=O.C([O:14][CH:15](N(C)C)[N:16]([CH3:18])[CH3:17])(C)(C)C>>[CH3:17][N:16]([C:15](/[CH:1]=[CH:2]/[CH:4]1[CH2:9][CH2:8][CH2:7][CH2:6][CH2:5]1)=[O:14])[CH3:18]. Procedure: A mixture of 3.0 g (23.8 mmol) of cyclohexyl methyl ketone and 4.56 g (26.2 mmol) of t-butoxybis(dimethylamino)methane (Bredereck's reagent) was stirred at 60□C overnight. The reaction mixture was then concentrated to give 4.0 g (93% yield) of 1-cyclohexyl-3-dimethylamino-propenone as an orange oil as indicated by 1H NMR. This product was used in the next reaction without any further purification.